This data is from the Open Reaction Database (ORD), a public repository of structured organic reaction records. The task is: describe an organic reaction: reactants, conditions, products, and yield Reactants: ClC=1C(=C2C=CN(C(C2=CC1)=O)[C@H](C(=O)N)C)[N+](=O)[O-] ((S)-2-(6-chloro-5-nitro-1-oxoisoquinolin-2(1H)-yl)propanamide), C(C)O (ethanol), [Cl-].[NH4+] (ammonium chloride), O (water). Reagents/catalysts: [Fe] (Iron). Run at temperature 85 celsius, time 1 hour. Yields the product NC1=C2C=CN(C(C2=CC=C1Cl)=O)[C@H](C(=O)N)C ((S)-2-(5-Amino-6-chloro-1-oxoisoquinolin-2(1H)-yl)propanamide). As a reaction SMILES: [Cl:1][C:2]1[C:3]([N+:18]([O-])=O)=[C:4]2[C:9](=[CH:10][CH:11]=1)[C:8](=[O:12])[N:7]([C@@H:13]([CH3:17])[C:14]([NH2:16])=[O:15])[CH:6]=[CH:5]2.C(O)C.[Cl-].[NH4+].O>[Fe]>[NH2:18][C:3]1[C:2]([Cl:1])=[CH:11][CH:10]=[C:9]2[C:4]=1[CH:5]=[CH:6][N:7]([C@@H:13]([CH3:17])[C:14]([NH2:16])=[O:15])[C:8]2=[O:12] |f:2.3|. Reported procedure: A mixture of (S)-2-(6-chloro-5-nitro-1-oxoisoquinolin-2(1H)-yl)propanamide (201 mg, 0.000679 mol), ethanol (10 mL, 0.2 mol), ammonium chloride (363.03 mg, 0.0067868 mol) and water (10 mL, 0.6 mol) was heated at 85° C. Iron (152 mg, 0.00271 mol) was added in three portions, 2 minutes apart and the reaction was stirred at that temperature for 1 hour. The mixture was poured onto dichloromethane (150 mL) and the layers were separated. The organic layer was washed with brine, dried, and the solvent w... The reactants are ClC1=NC=CC=C1[N+](=O)[O-] (2-chloro-3-nitropyridine), ClC=1C(=C(N)C=CC1)C (3-chloro-2-methylaniline). Reaction conditions: temperature 50 celsius, time 10 minute. Product: ClC=1C(=C(NC2=NC=CC=C2[N+](=O)[O-])C=CC1)C (2-(3-chloro-2-methylanilino)-3-nitropyridine). As a reaction SMILES: Cl[C:2]1[C:7]([N+:8]([O-:10])=[O:9])=[CH:6][CH:5]=[CH:4][N:3]=1.[Cl:11][C:12]1[C:13]([CH3:19])=[C:14]([CH:16]=[CH:17][CH:18]=1)[NH2:15]>>[Cl:11][C:12]1[C:13]([CH3:19])=[C:14]([CH:16]=[CH:17][CH:18]=1)[NH:15][C:2]1[C:7]([N+:8]([O-:10])=[O:9])=[CH:6][CH:5]=[CH:4][N:3]=1. Reported procedure: A mixture of 6.3 g. (0.04 mole) of 2-chloro-3-nitropyridine and 16.9 g. (0.12 mole) of 3-chloro-2-methylaniline was heated in an oil bath to 170° C. when the temperature spontaneously rose to 185° C. After an additional 10 minutes at 180° C., the mixture was cooled to 50° C. and extracted with a solution of 75 ml. of water and 25 ml. of acetic acid. The insolubles were collected, air dried, dissolved in methylene chloride, and the solution was dried over magnesium sulfate. The solution was conce... Reactants: O=C1[C@H]([C@H](OC2=C(N1)C=CC=C2)C2=CC=CC=C2)NC(OC(C)(C)C)=O (tert-Butyl [(2R,3S)-4-oxo-2-phenyl-2,3,4,5-tetrahydro-1,5-benzoxazepin-3-yl]carbamate), BrCC(=O)OC (methyl bromoacetate), C([O-])([O-])=O.[Cs+].[Cs+] (cesium carbonate). Run in CN(C)C=O (DMF), O (water). Reaction conditions: time 8 hour. Product: C(C)(C)(C)OC(=O)N[C@H]1[C@H](OC2=C(N(C1=O)CC(=O)OC)C=CC=C2)C2=CC=CC=C2 (Methyl [(2R,3S)-3-[(tert-butoxycarbonyl)amino]-4-oxo-2-phenyl-3,4dihydro-1,5-benzoxazepin-5(2H)-yl]acetate). Isolated yield 97.0%. As a reaction SMILES: [O:1]=[C:2]1[NH:8][C:7]2[CH:9]=[CH:10][CH:11]=[CH:12][C:6]=2[O:5][C@H:4]([C:13]2[CH:18]=[CH:17][CH:16]=[CH:15][CH:14]=2)[C@@H:3]1[NH:19][C:20](=[O:26])[O:21][C:22]([CH3:25])([CH3:24])[CH3:23].Br[CH2:28][C:29]([O:31][CH3:32])=[O:30].C(=O)([O-])[O-].[Cs+].[Cs+]>CN(C=O)C.O>[C:22]([O:21][C:20]([NH:19][C@@H:3]1[C:2](=[O:1])[N:8]([CH2:28][C:29]([O:31][CH3:32])=[O:30])[C:7]2[CH:9]=[CH:10][CH:11]=[CH:12][C:6]=2[O:5][C@@H:4]1[C:13]1[CH:18]=[CH:17][CH:16]=[CH:15][CH:14]=1)=[O:26])([CH3:23])([CH3:25])[CH3:24] |f:2.3.4|. Reported procedure: To a stirred solution of tert-butyl [(2R,3S)-4-oxo-2-phenyl-2,3,4,5-tetrahydro-1,5-benzoxazepin-3-yl]carbamate (67a) (150 mg, 0.423 mmol) in dry DMF (4 mL) under nitrogen was added methyl bromoacetate (97 mg, 0.634 mmol) and powdered cesium carbonate (207 mg, 0.635 mmol). The mixture was stirred overnight at ambient temperature then diluted with water and extracted with ethyl acetate three times. The residue from the organic extract was purified by flash chromatography on silica gel eluting with...